Task: describe an organic reaction: reactants, conditions, products, and yield. Dataset: the Open Reaction Database (ORD), a public repository of structured organic reaction records Reactants: CNC, Cc1ccccc1, CO, C[Al](C)C, COC(=O)c1ccc(O)c(NC(=O)COc2ccc(C34CC5CC(CC(C5)C3)C4)cc2)c1, Cl. Yields the product CN(C)C(=O)c1ccc(O)c(NC(=O)COc2ccc(C34CC5CC(CC(C5)C3)C4)cc2)c1. RXN SMILES: [CH3:1][NH:2][CH3:3].[CH3:41][c:42]1[cH:43][cH:44][cH:45][cH:46][cH:47]1.[CH3:48][OH:49].[CH3:4][Al:5]([CH3:6])[CH3:7].[CH3:8][O:9][C:10]([c:11]1[cH:12][c:13]([NH:18][C:19]([CH2:20][O:21][c:22]2[cH:23][cH:24][c:25]([C:28]34[CH2:29][CH:30]5[CH2:31][CH:32]([CH2:33][CH:34]([CH2:35]3)[CH2:36]5)[CH2:37]4)[cH:26][cH:27]2)=[O:38])[c:14]([OH:17])[cH:15][cH:16]1)=[O:39].[ClH:40]>>[CH3:1][N:2]([CH3:3])[C:10](=[O:9])[c:11]1[cH:12][c:13]([NH:18][C:19]([CH2:20][O:21][c:22]2[cH:23][cH:24][c:25]([C:28]34[CH2:29][CH:30]5[CH2:31][CH:32]([CH2:33][CH:34]([CH2:35]3)[CH2:36]5)[CH2:37]4)[cH:26][cH:27]2)=[O:38])[c:14]([OH:17])[cH:15][cH:16]1. Reported procedure: 2,2-Dimethyl-propionic acid (R)-3-(4-methoxy-benzylsulfanyl)-2-[(7-nitro-1H-indole-2-carbonyl)-amino]-propyl ester (1.6 g, 3.2 mmol) prepared in Step B was dissolved in dichloromethane (50 mL). Phosphorus pentachloride (1.3 g, 6.4 mmol) was added thereto, and the mixture was stirred for 5 h at room temperature. Saturated aqueous sodium bicarbonate solution was added to the mixture to quench the reaction. The reaction mixture was extracted with ethyl acetate, dried over anhydrous magnesium sulfat... Starting materials: P(Cl)(Cl)(Cl)(Cl)Cl (Phosphorus pentachloride), COC1=CC=C(CSC[C@@H](COC(C(C)(C)C)=O)NC(=O)C=2NC3=C(C=CC=C3C2)[N+](=O)[O-])C=C1 (2,2-Dimethyl-propionic acid (R)-3-(4-methoxy-benzylsulfanyl)-2-[(7-nitro-1H-indole-2-carbonyl)-amino]-propyl ester), C([O-])(O)=O.[Na+] (sodium bicarbonate). Isolated yield 69.2%. Yields the product [N+](=O)([O-])C=1C=CC=C2C=C(NC12)C=1SC[C@H](N1)COC(C(C)(C)C)=O (2,2-Dimethyl-propionic acid [(R)-2-(7-nitro-1H-indol-2-yl)-4,5-dihydro-thiazol-4-yl]-methyl ester). Conditions: time 5 hour. Solvent: ClCCl (dichloromethane). As a reaction SMILES: COC1C=CC(C[S:8][CH2:9][C@H:10]([NH:19][C:20]([C:22]2[NH:23][C:24]3[C:29]([CH:30]=2)=[CH:28][CH:27]=[CH:26][C:25]=3[N+:31]([O-:33])=[O:32])=O)[CH2:11][O:12][C:13](=[O:18])[C:14]([CH3:17])([CH3:16])[CH3:15])=CC=1.P(Cl)(Cl)(Cl)(Cl)Cl.C(=O)(O)[O-].[Na+]>ClCCl>[N+:31]([C:25]1[CH:26]=[CH:27][CH:28]=[C:29]2[C:24]=1[NH:23][C:22]([C:20]1[S:8][CH2:9][C@@H:10]([CH2:11][O:12][C:13](=[O:18])[C:14]([CH3:17])([CH3:16])[CH3:15])[N:19]=1)=[CH:30]2)([O-:33])=[O:32] |f:2.3|. RXN SMILES: [CH3:1][O:2][C:3]([CH2:4][CH2:5][CH2:6][CH2:7][CH2:8][CH2:9][CH2:10][N:11]([C:12]([c:13]1[cH:14][cH:15][cH:16][cH:17][cH:18]1)=[O:19])[c:20]1[cH:21][cH:22][cH:23][cH:24][cH:25]1)=[O:26].[CH3:29][OH:30].[K+:28].[OH-:27]>>[O:2]=[C:3]([CH2:4][CH2:5][CH2:6][CH2:7][CH2:8][CH2:9][CH2:10][N:11]([C:12]([c:13]1[cH:14][cH:15][cH:16][cH:17][cH:18]1)=[O:19])[c:20]1[cH:21][cH:22][cH:23][cH:24][cH:25]1)[OH:26]. The reactants are COC(=O)CCCCCCCN(C(=O)c1ccccc1)c1ccccc1, CO, [K+], [OH-]. Product: O=C(O)CCCCCCCN(C(=O)c1ccccc1)c1ccccc1. Solvent: CO (methanol). The reactants are C(C)OC(CCC1CC(CCC1O)C1=CC=CC=C1)=O (ethyl-4-hydroxy-1-phenylcyclohexane-3-propionate), [OH-].[Na+] (sodium hydroxide). The product is OC1C(CC(CC1)C1=CC=CC=C1)CCC(=O)O (4-Hydroxy-1-phenylcyclohexane- 3-propionic acid). Procedure: A solution of 0.68 g. (0.0025 M) of ethyl-4-hydroxy-1-phencyclohexane-3-propionate(g) (obtained in Example 4A) and 1 ml. of 50% sodium hydroxide in 10 ml. of methanol is heated at reflux for about 20 hours. Most of the solvent is removed under vacuum and the residue dissolved in water. The aqueous solution is washed with ether and made acidic with concentrated hydrochloric acid. A solid precipitate is collected on a filter and recrystallized from benzene to give 0.44 g. (71% yield) of 4-hydroxy-... As a reaction SMILES: C([O:3][C:4](=[O:20])[CH2:5][CH2:6][CH:7]1[CH:12]([OH:13])[CH2:11][CH2:10][CH:9]([C:14]2[CH:19]=[CH:18][CH:17]=[CH:16][CH:15]=2)[CH2:8]1)C.[OH-].[Na+]>CO>[OH:13][CH:12]1[CH2:11][CH2:10][CH:9]([C:14]2[CH:15]=[CH:16][CH:17]=[CH:18][CH:19]=2)[CH2:8][CH:7]1[CH2:6][CH2:5][C:4]([OH:20])=[O:3] |f:1.2|. Yield: 71.0%. Reactants: N,N-Diisopropylethylamine(199 μl), C1(CCCCC1)N=C=O (cyclohexyl isocyanate), [Si](C)(C)(C(C)(C)C)OC1=C(C=CC(=C1)O[Si](C)(C)C(C)(C)C)C1CCC(CC1)O (4-(2,4-bis{[tert-butyl(dimethyl)silyl]oxy}phenyl)cyclohexanol). Solvent: ClC(C)Cl (dichloroethane). Conditions: temperature 40 celsius. Product: C1(CCCCC1)NC(O[C@@H]1CC[C@H](CC1)C1=C(C=C(C=C1)O[Si](C)(C)C(C)(C)C)O[Si](C)(C)C(C)(C)C)=O (trans-4-(2,4-Bis{[tert-butyl(dimethyl)silyl]oxy}phenyl)cyclohexyl cyclohexylcarbamate). Isolated yield 47.0%. Reaction SMILES: [CH:1]1([N:7]=[C:8]=[O:9])[CH2:6][CH2:5][CH2:4][CH2:3][CH2:2]1.[Si:10]([O:17][C:18]1[CH:23]=[C:22]([O:24][Si:25]([C:28]([CH3:31])([CH3:30])[CH3:29])([CH3:27])[CH3:26])[CH:21]=[CH:20][C:19]=1[CH:32]1[CH2:37][CH2:36][CH:35]([OH:38])[CH2:34][CH2:33]1)([C:13]([CH3:16])([CH3:15])[CH3:14])([CH3:12])[CH3:11]>ClC(Cl)C>[CH:1]1([NH:7][C:8](=[O:9])[O:38][C@H:35]2[CH2:34][CH2:33][C@H:32]([C:19]3[CH:20]=[CH:21][C:22]([O:24][Si:25]([C:28]([CH3:29])([CH3:30])[CH3:31])([CH3:27])[CH3:26])=[CH:23][C:18]=3[O:17][Si:10]([C:13]([CH3:14])([CH3:15])[CH3:16])([CH3:12])[CH3:11])[CH2:37][CH2:36]2)[CH2:6][CH2:5][CH2:4][CH2:3][CH2:2]1. Procedure details: N,N-Diisopropylethylamine(199 μl) and cyclohexyl isocyanate (128 μl) were added to a stirred solution of 4-(2,4-bis{[tert-butyl(dimethyl)silyl]oxy}phenyl)cyclohexanol (50 mg) in dry dichloroethane (1 ml) at room temperature under argon. The reaction mixture was heated to 40° C. for 120 h, and was partitioned between water (50 ml) and ethyl acetate (50 ml). The layers were separated and the aqueous layer was extracted with ethyl acetate (2×50 ml). The combined organic extracts were dried over mag... Starting materials: [H][H] (hydrogen), C(=CCCCCCC)C=1NC2=CC=CC=C2C1 (2-Oct-1-enyl-1H-indole), [H][H] (hydrogen). Reagents/catalysts: [Pd] (palladium on carbon). Run in C(C)O (ethanol). Product: C(CCCCCCC)C=1NC2=CC=CC=C2C1 (2-Octyl-1H-indole). RXN SMILES: [CH:1]([C:9]1[NH:10][C:11]2[C:16]([CH:17]=1)=[CH:15][CH:14]=[CH:13][CH:12]=2)=[CH:2][CH2:3][CH2:4][CH2:5][CH2:6][CH2:7][CH3:8].[H][H]>C(O)C.[Pd]>[CH2:1]([C:9]1[NH:10][C:11]2[C:16]([CH:17]=1)=[CH:15][CH:14]=[CH:13][CH:12]=2)[CH2:2][CH2:3][CH2:4][CH2:5][CH2:6][CH2:7][CH3:8]. Procedure: 2-Oct-1-enyl-1H-indole was dissolved in ethanol and 10% palladium on carbon was added to the solution. The reaction flask was sealed and exposed to hydrogen gas under pressure and was stirred until the hydrogen gas consumption was completely stopped. The reaction mixture was filtered through celite. The solvent was evaporated to afford the desired product. The reactants are C1=CC=CC=2NC3=C(OCC21)C=CC=C3 (5,11-dihydrodibenzo[b,e][1,4]oxazepine), ice water, S([O-])(O)(=O)=O.[K+] (potassium bisulfate), [H-].[Na+] (sodium hydride), resultant mixture, S(=O)(=O)(OC[C@@H]1N(CCC1)C(=O)OC(C)(C)C)C1=CC=C(C)C=C1 ((R)-N-t-butoxycarbonyl-2-pyrrolidinylmethyl tosylate). The solvent is CS(=O)C (dimethyl sulfoxide), CCCCCC (hexane), CS(=O)C (dimethyl sulfoxide). Conditions: temperature 50 celsius, time 3 hour. Product: C(C)(C)(C)OC(=O)N1[C@H](CCC1)CN1C2=C(OCC3=C1C=CC=C3)C=CC=C2 ((R)-5,11-dihydro-5-[1-(t-butoxycarbonyl)-2-pyrrolidinylmethyl]dibenzo[b,e][1,4]oxazepine). Yield: 22.5%. Reaction SMILES: [H-].[Na+].[CH:3]1[C:13]2[CH2:12][O:11][C:10]3[CH:14]=[CH:15][CH:16]=[CH:17][C:9]=3[NH:8][C:7]=2[CH:6]=[CH:5][CH:4]=1.S(C1C=CC(C)=CC=1)(O[CH2:22][C@H:23]1[CH2:27][CH2:26][CH2:25][N:24]1[C:28]([O:30][C:31]([CH3:34])([CH3:33])[CH3:32])=[O:29])(=O)=O.S(=O)(=O)(O)[O-].[K+]>CCCCCC.CS(C)=O>[C:31]([O:30][C:28]([N:24]1[CH2:25][CH2:26][CH2:27][C@@H:23]1[CH2:22][N:8]1[C:7]2[CH:6]=[CH:5][CH:4]=[CH:3][C:13]=2[CH2:12][O:11][C:10]2[CH:14]=[CH:15][CH:16]=[CH:17][C:9]1=2)=[O:29])([CH3:34])([CH3:32])[CH3:33] |f:0.1,4.5|. Procedure details: 60% sodium hydride (1.44 g, 36 mmol) was washed with hexane under argon atmosphere, and then suspended in dimethyl sulfoxide (100 ml). 5,11-dihydrodibenzo[b,e][1,4]oxazepine [H. L. Yale, et al. J. Med. Chem., 7, 609 (1964)] (6.0 g, 30 mmol) was added to the obtained suspension, and the resultant mixture was stirred at 50° C. for 60 minutes. A solution of (R)-N-t-butoxycarbonyl-2-pyrrolidinylmethyl tosylate (12.8 g, 36 mmol) in dimethyl sulfoxide (60 ml) was dropped therein and the obtained mixtu... Product: N#Cc1cccc2c(Cl)ccnc12. Reactants: N#Cc1cccc2c(=O)cc[nH]c12, O=P(Cl)(Cl)Cl. As a reaction SMILES: [O:1]=[c:2]1[cH:3][cH:4][nH:5][c:6]2[c:7]([C:12]#[N:13])[cH:8][cH:9][cH:10][c:11]12.[P:14]([Cl:15])([Cl:16])([Cl:17])=[O:18]>>[c:2]1([Cl:16])[cH:3][cH:4][n:5][c:6]2[c:7]([C:12]#[N:13])[cH:8][cH:9][cH:10][c:11]12. Reactants: Cn1cc(-c2ccccc2)c(=S)c(-c2cccc(C(F)(F)F)c2)c1, ClCc1ccccc1, c1ccccc1. The product is C[n+]1cc(-c2ccccc2)c(SCc2ccccc2)c(-c2cccc(C(F)(F)F)c2)c1, [Cl-]. RXN SMILES: [CH3:1][n:2]1[cH:3][c:4](-[c:19]2[cH:20][cH:21][cH:22][cH:23][cH:24]2)[c:5](=[S:18])[c:6](-[c:8]2[cH:9][c:10]([C:14]([F:15])([F:16])[F:17])[cH:11][cH:12][cH:13]2)[cH:7]1.[Cl:25][CH2:26][c:27]1[cH:28][cH:29][cH:30][cH:31][cH:32]1.[cH:33]1[cH:34][cH:35][cH:36][cH:37][cH:38]1>>[CH3:1][n+:2]1[cH:3][c:4](-[c:19]2[cH:20][cH:21][cH:22][cH:23][cH:24]2)[c:5]([S:18][CH2:26][c:27]2[cH:28][cH:29][cH:30][cH:31][cH:32]2)[c:6](-[c:8]2[cH:9][c:10]([C:14]([F:15])([F:16])[F:17])[cH:11][cH:12][cH:13]2)[cH:7]1.[Cl-:25]. The reactants are BrB(Br)Br, COc1ccc(CCCC(=O)Nc2ccc(Cl)c(C(F)(F)F)c2)cc1, ClCCl, [NH4+], [OH-]. Yields the product O=C(CCCc1ccc(O)cc1)Nc1ccc(Cl)c(C(F)(F)F)c1. RXN SMILES: [B:26]([Br:27])([Br:28])[Br:29].[Cl:1][c:2]1[c:3]([C:22]([F:23])([F:24])[F:25])[cH:4][c:5]([NH:8][C:9]([CH2:10][CH2:11][CH2:12][c:13]2[cH:14][cH:15][c:16]([O:19][CH3:20])[cH:17][cH:18]2)=[O:21])[cH:6][cH:7]1.[Cl:32][CH2:33][Cl:34].[NH4+:31].[OH-:30]>>[Cl:1][c:2]1[c:3]([C:22]([F:23])([F:24])[F:25])[cH:4][c:5]([NH:8][C:9]([CH2:10][CH2:11][CH2:12][c:13]2[cH:14][cH:15][c:16]([OH:19])[cH:17][cH:18]2)=[O:21])[cH:6][cH:7]1.